From a dataset of the Open Reaction Database (ORD), a public repository of structured organic reaction records. describe an organic reaction: reactants, conditions, products, and yield The product is COC1=CC=C(C=N1)NC=C(C(=O)OCC)C(CC)=O (Ethyl 2-(((6-methoxypyridin-3-yl)amino)methylene)-3-oxopentanoate). Reactants: COC1=NC=C(C=C1)N (2-methoxy-5-aminopyridine), C(C)OC=C(C(=O)OCC)C(CC)=O (ethyl 2-(ethoxymethylene)-3-oxopentanoate). Reported procedure: Ethyl 2-(((6-methoxypyridin-3-yl)amino)methylene)-3-oxopentanoate was prepared with conditions described in Example 99 using 2-methoxy-5-aminopyridine and ethyl 2-(ethoxymethylene)-3-oxopentanoate. As a reaction SMILES: [CH3:1][O:2][C:3]1[CH:8]=[CH:7][C:6]([NH2:9])=[CH:5][N:4]=1.C(O[CH:13]=[C:14]([C:20](=[O:23])[CH2:21][CH3:22])[C:15]([O:17][CH2:18][CH3:19])=[O:16])C>>[CH3:1][O:2][C:3]1[N:4]=[CH:5][C:6]([NH:9][CH:13]=[C:14]([C:20](=[O:23])[CH2:21][CH3:22])[C:15]([O:17][CH2:18][CH3:19])=[O:16])=[CH:7][CH:8]=1. Starting materials: Cl.Cl.COC=1C=C(CCN2CCNCC2)C=CC1OC (1-(3,4-dimethoxyphenethyl)piperazine dihydrochloride), CC1=CC=C(C=C1)S(=O)(=O)OCCOC1=CC=C(C=C1)Cl (2-(4-chlorophenoxy)ethyl 4-methylbenzenesulfonate), [Na+].[I-] (NaI), C(=O)([O-])[O-].[K+].[K+] (K2CO3). The solvent is CC(=O)C (acetone). Product: COC=1C=C(CCN2CCN(CC2)CCOC2=CC=C(C=C2)Cl)C=CC1OC (1-(3,4-dimethoxyphenethyl)-4-(2-(4-chlorophenoxy)ethyl)piperazine). RXN SMILES: Cl.Cl.[CH3:3][O:4][C:5]1[CH:6]=[C:7]([CH:16]=[CH:17][C:18]=1[O:19][CH3:20])[CH2:8][CH2:9][N:10]1[CH2:15][CH2:14][NH:13][CH2:12][CH2:11]1.CC1C=CC(S(O[CH2:32][CH2:33][O:34][C:35]2[CH:40]=[CH:39][C:38]([Cl:41])=[CH:37][CH:36]=2)(=O)=O)=CC=1.[Na+].[I-].C([O-])([O-])=O.[K+].[K+]>CC(C)=O>[CH3:3][O:4][C:5]1[CH:6]=[C:7]([CH:16]=[CH:17][C:18]=1[O:19][CH3:20])[CH2:8][CH2:9][N:10]1[CH2:15][CH2:14][N:13]([CH2:32][CH2:33][O:34][C:35]2[CH:40]=[CH:39][C:38]([Cl:41])=[CH:37][CH:36]=2)[CH2:12][CH2:11]1 |f:0.1.2,4.5,6.7.8|. Procedure details: To the solution of 1-(3,4-dimethoxyphenethyl)piperazine dihydrochloride (502 mg, 1.55 mmol) and 2-(4-chlorophenoxy)ethyl 4-methylbenzenesulfonate (460 mg, 1.4 mmol) in acetone (20 mL) was added NaI (465 mg, 3.1 mmol) and K2CO3 (1.1 g, 7.0 mmol). The reaction mixture was then refluxed overnight and concentrated. The residue was partitioned between ethyl acetate and water. The organic layer was washed with water and brine, dried over anhydrous sodium sulfate, and concentrated. The resulting residu... The reactants are CCOC(=O)C1=C(c2ccccc2)c2ccc(OC)cc2C1=NO, CO. Yields the product CCOC(=O)C1=C(c2ccccc2)c2ccc(OC)cc2C1N. As a reaction SMILES: [CH2:1]([CH3:2])[O:3][C:4](=[O:5])[C:6]1=[C:14]([c:15]2[cH:16][cH:17][cH:18][cH:19][cH:20]2)[c:13]2[c:8]([cH:9][c:10]([O:21][CH3:22])[cH:11][cH:12]2)[C:7]1=[N:23][OH:24].[CH3:25][OH:26]>>[CH2:1]([CH3:2])[O:3][C:4](=[O:5])[C:6]1=[C:14]([c:15]2[cH:16][cH:17][cH:18][cH:19][cH:20]2)[c:13]2[c:8]([cH:9][c:10]([O:21][CH3:22])[cH:11][cH:12]2)[CH:7]1[NH2:23]. The reactants are CC(C)O, CC(C)=O, O=[Cr](=O)(O)O, O, C=CCOP(=O)(OCC=C)OCc1c(Cl)cccc1CO, O=S(=O)(O)O. Product: C=CCOP(=O)(OCC=C)OCc1c(Cl)cccc1C(=O)O. Reaction SMILES: [CH3:32][CH:33]([OH:34])[CH3:35].[CH3:36][C:37](=[O:38])[CH3:39].[Cr:22](=[O:23])([OH:24])([OH:25])=[O:26].[OH2:40].[P:1](=[O:2])([O:3][CH2:4][CH:5]=[CH2:6])([O:7][CH2:8][CH:9]=[CH2:10])[O:11][CH2:12][c:13]1[c:14]([Cl:21])[cH:15][cH:16][cH:17][c:18]1[CH2:19][OH:20].[S:27](=[O:28])(=[O:29])([OH:30])[OH:31]>>[P:1](=[O:2])([O:3][CH2:4][CH:5]=[CH2:6])([O:7][CH2:8][CH:9]=[CH2:10])[O:11][CH2:12][c:13]1[c:14]([Cl:21])[cH:15][cH:16][cH:17][c:18]1[C:19](=[O:20])[OH:23]. The reactants are [Li].BrC=1C=C(C=C(C1)OC(F)(F)F)C(=CC(C(=O)OCC)=O)[O-] (Lithium 1-(3-bromo-5-trifluoromethoxyphenyl)-4-ethoxy-3,4-dioxobut-1-en-1-olate), ClC=1C=C(C=C(C1)F)C1=CC(=NN1C1=NC=CC=C1)C(=O)O (5-(3-Chloro-5-fluorophenyl)-1-(pyridin-2-yl)-1H-pyrazole-3-carboxylic acid), Cl.ClC=1C=C(C=NC1)NN (5-chloropyridin-3-yl-hydrazine hydrochloride). Product: BrC=1C=C(C=C(C1)OC(F)(F)F)C1=CC(=NN1C=1C=NC=C(C1)Cl)C(=O)O (5-(3-Bromo-5-trifluoromethoxyphenyl)-1-(5-chloropyridin-3-yl)-1H-pyrazole-3-carboxylic acid). As a reaction SMILES: [Li].[Br:2][C:3]1[CH:4]=[C:5]([C:14]([O-])=[CH:15][C:16](=O)[C:17]([O:19]CC)=[O:18])[CH:6]=[C:7]([O:9][C:10]([F:13])([F:12])[F:11])[CH:8]=1.ClC1C=C(C2N(C3C=CC=CN=3)N=C(C(O)=O)C=2)C=C(F)C=1.Cl.[Cl:47][C:48]1[CH:49]=[C:50]([NH:54][NH2:55])[CH:51]=[N:52][CH:53]=1>>[Br:2][C:3]1[CH:4]=[C:5]([C:14]2[N:54]([C:50]3[CH:51]=[N:52][CH:53]=[C:48]([Cl:47])[CH:49]=3)[N:55]=[C:16]([C:17]([OH:19])=[O:18])[CH:15]=2)[CH:6]=[C:7]([O:9][C:10]([F:11])([F:12])[F:13])[CH:8]=1 |f:0.1,3.4,^1:0|. Reported procedure: 656 g (1.35 mmol) of the compound of Example 5A is reacted analogously to the synthesis of the compound of Example 20A with 364 mg (2.02 mmol) of 5-chloropyridin-3-yl-hydrazine hydrochloride. After hydrolysis, 278 mg (45% of theory) of the title compound is obtained.